Dataset: the Open Reaction Database (ORD), a public repository of structured organic reaction records. Task: describe an organic reaction: reactants, conditions, products, and yield Reactants: CC1CC=2C=C3N(C2C2=C1C=CC=C2)CCN=C3C (5,6,10,11-Tetrahydro-5,8-dimethylbenzo[g]pyrazino[1,2-a]indole), hot saturated solution, C(\C=C\C(=O)O)(=O)O (fumaric acid), [BH4-].[Na+] (sodium borohydride). Solvent: CO (methanol), O (water), C(C)O (ethanol). The product is C(\C=C\C(=O)O)(=O)O.CC1CC=2C=C3N(C2C2=C1C=CC=C2)CCNC3C (5,6,8,9,10,11-hexahydro-5,8-dimethylbenzo[g]pyrazino[1,2-a]indole fumarate). Yield: 81.0%. Reaction SMILES: [CH3:1][CH:2]1[C:10]2[CH:11]=[CH:12][CH:13]=[CH:14][C:9]=2[C:8]2[N:7]3[CH2:15][CH2:16][N:17]=[C:18]([CH3:19])[C:6]3=[CH:5][C:4]=2[CH2:3]1.[BH4-].[Na+].[C:22]([OH:29])(=[O:28])/[CH:23]=[CH:24]/[C:25]([OH:27])=[O:26]>CO.O.C(O)C>[C:22]([OH:29])(=[O:28])/[CH:23]=[CH:24]/[C:25]([OH:27])=[O:26].[CH3:1][CH:2]1[C:10]2[CH:11]=[CH:12][CH:13]=[CH:14][C:9]=2[C:8]2[N:7]3[CH2:15][CH2:16][NH:17][CH:18]([CH3:19])[C:6]3=[CH:5][C:4]=2[CH2:3]1 |f:1.2,7.8|. Procedure details: 5,6,10,11-Tetrahydro-5,8-dimethylbenzo[g]pyrazino[1,2-a]indole (2.0 g) was dissolved in a mixture of 80 ml of methanol and 8 ml of water under argon. The solution was treated portionwise with 0.9 g of sodium borohydride while stirring and stirred at room temperature overnight. Thereafter, the solvent was removed in a vacuum, the residue was taken up in 100 ml of methylene chloride and washed with 100 ml of 10% ammonia solution. The phases were separated and the aqueous phase was extracted twice ...